Dataset: the Open Reaction Database (ORD), a public repository of structured organic reaction records. Task: describe an organic reaction: reactants, conditions, products, and yield Reaction SMILES: [C:1]([NH:4][C@H:5]([C:14]([NH:16][C@H:17]([C:21]([OH:23])=O)[CH:18]([CH3:20])[CH3:19])=[O:15])[CH2:6][C:7]1[CH:12]=[CH:11][C:10]([OH:13])=[CH:9][CH:8]=1)(=[O:3])[CH3:2].[NH:24]1[CH2:46][CH2:45][CH2:44][CH2:43][CH:25]1[C:26]([NH:28][CH:29]1[CH:33]([O:34]CC2C=CC=CC=2)[O:32][C:31](=[O:42])[CH2:30]1)=[O:27].ON1C2C=CC=CC=2N=N1.Cl.CN(C)CCCN=C=NCC>CN(C)C=O.C(OCC)(=O)C.ClCCl>[C:1]([NH:4][C@H:5]([C:14]([NH:16][C@H:17]([C:21]([N:24]1[CH2:46][CH2:45][CH2:44][CH2:43][CH:25]1[C:26]([NH:28][CH:29]([CH:33]=[O:34])[CH2:30][C:31]([OH:42])=[O:32])=[O:27])=[O:23])[CH:18]([CH3:19])[CH3:20])=[O:15])[CH2:6][C:7]1[CH:8]=[CH:9][C:10]([OH:13])=[CH:11][CH:12]=1)(=[O:3])[CH3:2] |f:3.4|. Reported procedure: N-Acetyl-tyrosinyl-valine (464 mg, 1.44 mmol) and N-Pipecolyl-4-amino-5-benzyloxy-2-oxotetrahydrofuran (412 mg, 1.3 mmol) were dissolved in 5 ml each of dimethylformamide and dichloromethane and cooled to 0° C. To the cooled solution was added 1-hydroxybenzotriazole (HOBT; 210 mg, 1.56 mmol) followed by the addition of 1-(3-dimethylaminopropyl)-3-ethyl carbodiimide hydrochloride (EDC; 326 mg, 1.7 mmol). After stirring for 18 hours, the mixture was diluted with ethyl acetate and washed with water... Yield: 53.4%. The product is C(C)(=O)N[C@@H](CC1=CC=C(C=C1)O)C(=O)N[C@@H](C(C)C)C(=O)N1C(C(=O)NC(CC(=O)O)C=O)CCCC1 (N-(N-Acetyl-tyrosinyl-valinyl-pipecolyl)-3-amino-4-oxobutanoic acid). Run at time 18 hour. The reactants are ON1N=NC2=C1C=CC=C2 (1-hydroxybenzotriazole), Cl.CN(CCCN=C=NCC)C (1-(3-dimethylaminopropyl)-3-ethyl carbodiimide hydrochloride), C(C)(=O)N[C@@H](CC1=CC=C(C=C1)O)C(=O)N[C@@H](C(C)C)C(=O)O (N-Acetyl-tyrosinyl-valine), N1C(C(=O)NC2CC(OC2OCC2=CC=CC=C2)=O)CCCC1 (N-Pipecolyl-4-amino-5-benzyloxy-2-oxotetrahydrofuran). The solvent is ClCCl (dichloromethane), CN(C=O)C (dimethylformamide), C(C)(=O)OCC (ethyl acetate). Starting materials: CC=1NC=CN1 (2-methyl-imidazol), BrC=1C=NC=C(C1)CCl (3-bromo-5-chloromethyl-pyridine). The product is BrC=1C=NC=C(C1)CN1C(=NC=C1)C (3-Bromo-5-(2-methyl-imidazol-1-ylmethyl)-pyridine). As a reaction SMILES: [CH3:1][C:2]1[NH:3][CH:4]=[CH:5][N:6]=1.[Br:7][C:8]1[CH:9]=[N:10][CH:11]=[C:12]([CH2:14]Cl)[CH:13]=1>>[Br:7][C:8]1[CH:9]=[N:10][CH:11]=[C:12]([CH2:14][N:3]2[CH:4]=[CH:5][N:6]=[C:2]2[CH3:1])[CH:13]=1. Procedure: In analogy to the procedure described for the preparation of intermediates B-1 [B], 2-methyl-imidazol has been coupled to 3-bromo-5-chloromethyl-pyridine (intermediate B-1 [A]) to yield the title compound as a light brown solid. MS: 251.9, 254.0 (M+H+). Starting materials: COC(C1=CC(=CC(=C1)C=C)[N+](=O)[O-])=O (3-Nitro-5-vinylbenzoic acid methyl ester), CC(=O)C (acetone), Na2S2O5, Cl (HCl), C[N+]1(CCOCC1)[O-] (N-methylmorpholine-N-oxide). The reagents and catalysts are O=[Os](=O)(=O)=O (OsO4). The solvent is O (water), O (water). Reaction conditions: temperature 0 celsius, time 46 hour. The product is COC(C1=CC(=CC(=C1)C(CO)O)[N+](=O)[O-])=O (3-Nitro-5-(1,2-dihydroxyethyl)benzoic acid methyl ester). RXN SMILES: [CH3:1][O:2][C:3](=[O:15])[C:4]1[CH:9]=C(C=C)[CH:7]=[C:6]([N+:12]([O-:14])=[O:13])[CH:5]=1.C[N+]1([O-])CC[O:20]CC1.Cl.[CH3:25][C:26]([CH3:28])=[O:27]>O.O=[Os](=O)(=O)=O>[CH3:1][O:2][C:3](=[O:15])[C:4]1[CH:9]=[C:25]([CH:26]([OH:27])[CH2:28][OH:20])[CH:7]=[C:6]([N+:12]([O-:14])=[O:13])[CH:5]=1. Procedure details: 3-Nitro-5-vinylbenzoic acid methyl ester (2.02 g, 9.76 mmol) was dissolved in a mixture of acetone and water (200 ml, 9:1), and, after cooling to 0° C., OsO4 (60 mg, 0.24 mmol) was added followed by N-methylmorpholine-N-oxide (2.34 g, 20.0 mmol). After stirring for 46 h at room temperature, an aqueous solution of Na2S2O5 (3.7 g) in water (150 ml) was added and the solution was acidified with dilute aqueous HCl. The volume of the solution was reduced to 150 ml by evaporation and the residue was e... The reactants are [Al+3], C1CCOC1, Cc1ccc2c(Nc3cc(Cl)ccc3Oc3ccc(C#N)cc3)ccnc2n1, [H-], [H-], [H-], [H-], [Li+]. Yields the product Cc1ccc2c(Nc3cc(Cl)ccc3Oc3ccc(CN)cc3)ccnc2n1. RXN SMILES: [Al+3:30].[CH2:35]1[O:36][CH2:37][CH2:38][CH2:39]1.[Cl:1][c:2]1[cH:3][c:4]([NH:17][c:18]2[cH:19][cH:20][n:21][c:22]3[n:23][c:24]([CH3:28])[cH:25][cH:26][c:27]23)[c:5]([O:6][c:7]2[cH:8][cH:9][c:10]([C:11]#[N:12])[cH:13][cH:14]2)[cH:15][cH:16]1.[H-:29].[H-:32].[H-:33].[H-:34].[Li+:31]>>[Cl:1][c:2]1[cH:3][c:4]([NH:17][c:18]2[cH:19][cH:20][n:21][c:22]3[n:23][c:24]([CH3:28])[cH:25][cH:26][c:27]23)[c:5]([O:6][c:7]2[cH:8][cH:9][c:10]([CH2:11][NH2:12])[cH:13][cH:14]2)[cH:15][cH:16]1. Starting materials: C(C1=CC=CC=C1)C1=C(C=O)C=CC(=C1)Cl (2-benzyl-4-chlorobenzaldehyde), [H-].[Na+] (sodium hydride), [H][H] (hydrogen), P(OC(C#N)(CC)CC)([O-])=O (diethylcyanomethyl phosphonate). Solvent: O1CCCC1 (tetrahydrofuran), O1CCCC1 (tetrahydrofuran). Conditions: time 8 hour. The product is C(C1=CC=CC=C1)C1=C(C=CC(=C1)Cl)C=CC#N (3-[2-Benzyl-4-chlorophenyl]-2-propenenitrile). RXN SMILES: [H-].[Na+].P(=O)([O-])O[C:5](CC)(CC)[C:6]#[N:7].[H][H].[CH2:16]([C:23]1[CH:30]=[C:29]([Cl:31])[CH:28]=[CH:27][C:24]=1[CH:25]=O)[C:17]1[CH:22]=[CH:21][CH:20]=[CH:19][CH:18]=1>O1CCCC1>[CH2:16]([C:23]1[CH:30]=[C:29]([Cl:31])[CH:28]=[CH:27][C:24]=1[CH:25]=[CH:5][C:6]#[N:7])[C:17]1[CH:22]=[CH:21][CH:20]=[CH:19][CH:18]=1 |f:0.1|. Procedure details: To a suspension of 10.5 g (0.437 mole) of mineral oil free sodium hydride in 1.2 liters of tetrahydrofuran was added dropwise 58.4 g (0.328 mole) of diethylcyanomethyl phosphonate. After the hydrogen evolution had ceased ca 60 min, 69.4 g (0.3 mole) of 2-benzyl-4-chlorobenzaldehyde, in 75 ml of tetrahydrofuran was added dropwise. The mixture was stirred overnight at room temperature. The tetrahydrofuran solution was decanted, and concentrated at room temperature. The residue was partitioned betw... The reactants are C(#N)C1CC2(C1)CN(CC2)C(=O)OC(C)(C)C (tert-Butyl 2-cyano-6-azaspiro[3.4]octane-6-carboxylate). Reagents/catalysts: [Ni] (Raney nickel). Yields the product NCC1CC2(C1)CN(CC2)C(=O)OC(C)(C)C (tert-Butyl 2-aminomethyl-6-azaspiro[3.4]octane-6-carboxylate). Isolated yield 107.7%. Reaction SMILES: [C:1]([CH:3]1[CH2:6][C:5]2([CH2:10][CH2:9][N:8]([C:11]([O:13][C:14]([CH3:17])([CH3:16])[CH3:15])=[O:12])[CH2:7]2)[CH2:4]1)#[N:2]>[Ni]>[NH2:2][CH2:1][CH:3]1[CH2:4][C:5]2([CH2:10][CH2:9][N:8]([C:11]([O:13][C:14]([CH3:17])([CH3:16])[CH3:15])=[O:12])[CH2:7]2)[CH2:6]1. Procedure details: The process is performed according to the procedure described in Example 8 (step 8.2.). Starting with 0.20 g (0.85 mmol) of ter-butyl 2-cyano-6-azaspiro[3.4]octane-6-carboxylate, (isomer 1b), described in Example 8 (step 8.1.) and a catalytic amount of Raney nickel, 0.22 g of product is obtained in the form of a yellow oil, which is used without further purification in the following step. Yields the product ClC1=C(C(=C(C=C1)C(C(C(=O)C1CC1)C=NOCC)=O)SC)F (1-(4-chloro-3-fluoro-2-methylsulphenylphenyl)-3-cyclopropyl-2-(ethoxyiminomethyl)-propan-1,3-dione). Conditions: temperature 25 celsius, time 2 hour. Procedure: A mixture of 1-(4-chloro-3-fluoro-2-methylsulphenylphenyl)-3-cyclopropyl-2-(dimethylaminomethylene)-propan-1,3-dione (3 g) and O-ethylhydroxylaminehydrochloride (1 g) in ethanol (20 ml) was stirred at 25° C. for 2 hours. The mixture was poured into water and extracted with dichloromethane. The solution was dried (anhydrous sodium sulphate) and filtered. The filtrate was evaporated and the mixture purified by column chromatography on silica, using a mixture of ethyl acetate and hexane as eluent. ... RXN SMILES: [Cl:1][C:2]1[CH:7]=[CH:6][C:5]([C:8](=[O:19])[C:9](=[CH:15][N:16](C)C)[C:10]([CH:12]2[CH2:14][CH2:13]2)=[O:11])=[C:4]([S:20][CH3:21])[C:3]=1[F:22].O.[CH2:24]([OH:26])[CH3:25]>>[Cl:1][C:2]1[CH:7]=[CH:6][C:5]([C:8](=[O:19])[CH:9]([CH:15]=[N:16][O:26][CH2:24][CH3:25])[C:10]([CH:12]2[CH2:14][CH2:13]2)=[O:11])=[C:4]([S:20][CH3:21])[C:3]=1[F:22]. Starting materials: ClC1=C(C(=C(C=C1)C(C(C(=O)C1CC1)=CN(C)C)=O)SC)F (1-(4-chloro-3-fluoro-2-methylsulphenylphenyl)-3-cyclopropyl-2-(dimethylaminomethylene)-propan-1,3-dione), O-ethylhydroxylaminehydrochloride, C(C)O (ethanol), O (water). Starting materials: (Benzene)ruthenium dichloride, Ru, 2,2-methylenebis(4-phenyl-2-oxazoline), C=CC(C)=C (isoprene), C(C(C)(C)C)(=O)OC=C (vinyl pivalate), O (water). The reagents and catalysts are [O-]S(=O)(=O)C(F)(F)F.[Ag+] (silver triflate). The solvent is CO (methanol). Conditions: temperature 100 celsius. The product is C(C(C)(C)C)(=O)OC=CCC(C=C)C (4-methyl-1,5-hexadien-1-yl pivalate). RXN SMILES: [CH2:1]=[CH:2][C:3](=[CH2:5])[CH3:4].[C:6]([O:12][CH:13]=[CH2:14])(=[O:11])[C:7]([CH3:10])([CH3:9])[CH3:8].O>CO.[O-]S(C(F)(F)F)(=O)=O.[Ag+]>[C:6]([O:12][CH:13]=[CH:14][CH2:4][CH:3]([CH3:5])[CH:2]=[CH2:1])(=[O:11])[C:7]([CH3:10])([CH3:9])[CH3:8] |f:4.5|. Procedure: (Benzene)ruthenium dichloride dimer (14 mg, 0.056 mmol Ru), silver triflate (20 mg, 0.078 mmol) and 2,2-methylenebis(4-phenyl-2-oxazoline) (17.8 mg, 0.058 mmol) were dissolved in 2 ml of methanol. To the mixed solution were added isoprene (2 ml) and vinyl pivalate (1 ml) and the mixture was stirred under heat at 100° C. for 10 hours. The resulting product was poured into water and the separated organic layer was subjected to a GLC analysis. As a result, it was confirmed that a co-dimer was produ... Starting materials: CN(C1=CC=C(C(C2=CC=C(C=C2)[Si](C)(C)C)O)C=C1)C (4-Dimethylamino-4'-trimethylsilylbenzhydrol), CN(C1=CC=C(C=O)C=C1)C (4-dimethylaminobenzaldehyde), C[Si](C1=CC=C(C=C1)Cl)(C)C (4-trimethylsilylchlorobenzene), O=[Cr]([O-])(O[Cr](=O)([O-])=O)=O.[NH+]1=CC=CC=C1.[NH+]2=CC=CC=C2 (Cornforth reagent). Product: CN(C1=CC=C(C(=O)C2=CC=C(C=C2)[Si](C)(C)C)C=C1)C (4-dimethylamino-4'-trimethylsilyl benzophenone). As a reaction SMILES: [CH3:1][N:2]([CH3:21])[C:3]1[CH:20]=[CH:19][C:6]([CH:7]([OH:18])[C:8]2[CH:13]=[CH:12][C:11]([Si:14]([CH3:17])([CH3:16])[CH3:15])=[CH:10][CH:9]=2)=[CH:5][CH:4]=1.CN(C)C1C=CC(C=O)=CC=1.C[Si](C)(C)C1C=CC(Cl)=CC=1.O=[Cr](=O)(O[Cr](=O)([O-])=O)[O-].[NH+]1C=CC=CC=1.[NH+]1C=CC=CC=1>>[CH3:1][N:2]([CH3:21])[C:3]1[CH:4]=[CH:5][C:6]([C:7]([C:8]2[CH:13]=[CH:12][C:11]([Si:14]([CH3:16])([CH3:15])[CH3:17])=[CH:10][CH:9]=2)=[O:18])=[CH:19][CH:20]=1 |f:3.4.5|. Procedure: 4-Dimethylamino-4'-trimethylsilylbenzhydrol prepared from 4-dimethylaminobenzaldehyde and 4-trimethylsilylchlorobenzene was oxidized by a Cornforth reagent, to yield 4-dimethylamino-4'-trimethylsilyl benzophenone. Starting materials: NC=1C=C(C=CC1)C(C#N)(C)C (2-(3-aminophenyl)-2-methylpropanenitrile), C([O-])([O-])=O.[K+].[K+] (potassium carbonate), ClC(=O)OC1=CC=CC=C1 (phenyl chloroformate). Run in C1CCOC1 (THF), C1CCOC1 (THF). Conditions: time 8 hour. The product is C(#N)C(C)(C)C=1C=C(C=CC1)NC(OC1=CC=CC=C1)=O (phenyl 3-(2-cyanopropan-2-yl)phenylcarbamate). Isolated yield 96.5%. RXN SMILES: [NH2:1][C:2]1[CH:3]=[C:4]([C:8]([CH3:12])([CH3:11])[C:9]#[N:10])[CH:5]=[CH:6][CH:7]=1.C(=O)([O-])[O-].[K+].[K+].Cl[C:20]([O:22][C:23]1[CH:28]=[CH:27][CH:26]=[CH:25][CH:24]=1)=[O:21]>C1COCC1>[C:9]([C:8]([C:4]1[CH:3]=[C:2]([NH:1][C:20](=[O:21])[O:22][C:23]2[CH:28]=[CH:27][CH:26]=[CH:25][CH:24]=2)[CH:7]=[CH:6][CH:5]=1)([CH3:12])[CH3:11])#[N:10] |f:1.2.3|. Procedure details: To a solution of 2-(3-aminophenyl)-2-methylpropanenitrile (490 mg, 3.06 mmol) and potassium carbonate (552 mg, 4 mmol) in anhydrous THF (4.2 ml) was added dropwise phenyl chloroformate (0.81 ml, 6.4 mmol) as a solution in THF (2 ml). The reaction mixture was stirred at rt overnight. The solvent was removed and the residue taken in DCM, washed with water and brine and the organics combined, dried (MgSO4) and concentrated. The crude was purified by silica gel chromatography (hexane/ethyl acetate 1...